This data is from the Open Reaction Database (ORD), a public repository of structured organic reaction records. The task is: describe an organic reaction: reactants, conditions, products, and yield Reactants: C(C1=CC=CC=C1)ONC(C1=NC=C(C(=C1OCC1=CC=CC=C1)CO)CNCC1=CC=C(C=C1)F)=O (N,3-bis(benzyloxy)-5-((4-fluorobenzylamino)methyl)-4-(hydroxymethyl)picolinamide), CO (methanol). The reagents and catalysts are [Pd] (Pd/C). The product is FC1=CC=C(CNCC=2C(=C(C(=NC2)C(=O)NO)O)COC)C=C1 (5-((4-fluorobenzylamino)methyl)-N,3-dihydroxy-4-(methoxymethyl)picolinamide). Isolated yield 75.0%. RXN SMILES: C([O:8][NH:9][C:10](=[O:37])[C:11]1[C:16]([O:17]CC2C=CC=CC=2)=[C:15]([CH2:25][OH:26])[C:14]([CH2:27][NH:28][CH2:29][C:30]2[CH:35]=[CH:34][C:33]([F:36])=[CH:32][CH:31]=2)=[CH:13][N:12]=1)C1C=CC=CC=1.[CH3:38]O>[Pd]>[F:36][C:33]1[CH:34]=[CH:35][C:30]([CH2:29][NH:28][CH2:27][C:14]2[C:15]([CH2:25][O:26][CH3:38])=[C:16]([OH:17])[C:11]([C:10]([NH:9][OH:8])=[O:37])=[N:12][CH:13]=2)=[CH:31][CH:32]=1. Reported procedure: Compound 9a (0.013 g, 0.019 mmol, 1 eq) and 10% Pd/C catalyst (5 mg) were stirred in 4 mL of methanol under an atmosphere of hydrogen for 12 hrs. The catalyst was filtered and reaction mixture was concentrated under vacuum yielding 0.006 g of 5-((4-fluorobenzylamino)methyl)-N,3-dihydroxy-4-(methoxymethyl)picolinamide) (75% yield) as a white solid; MS-ESI m/z 322 [MH]+. Starting materials: C(C1=CC=CC=C1)(=O)C1=C(C(=O)O)C=CC(=C1)Cl (2-benzoyl-4-chlorobenzoic acid), [H-].[H-].[H-].[H-].[Li+].[Al+3] (LiAlH4), [Cl-].[NH4+] (ammonium chloride). The solvent is C(C)OCC (ethyl ether), C(C)OCC (ethyl ether). Conditions: time 4 hour. Yields the product ClC=1C=CC(=C(C(C2=CC=CC=C2)O)C1)CO (5-Chloro-2-hydroxymethyl-benzhydrol). Reaction SMILES: [C:1]([C:9]1[CH:17]=[C:16]([Cl:18])[CH:15]=[CH:14][C:10]=1[C:11](O)=[O:12])(=[O:8])[C:2]1[CH:7]=[CH:6][CH:5]=[CH:4][CH:3]=1.[H-].[H-].[H-].[H-].[Li+].[Al+3].[Cl-].[NH4+]>C(OCC)C>[Cl:18][C:16]1[CH:15]=[CH:14][C:10]([CH2:11][OH:12])=[C:9]([CH:17]=1)[CH:1]([OH:8])[C:2]1[CH:7]=[CH:6][CH:5]=[CH:4][CH:3]=1 |f:1.2.3.4.5.6,7.8|. Procedure: A suspension of 120 g. of 2-benzoyl-4-chlorobenzoic acid in 900 ml. of anhydrous ethyl ether is added dropwise to 41 g. LiAlH4 suspended in 700 ml. of anhydrous ethyl ether with stirring at about 0° C. When the addition is completed, the mixture is stirred for 4 hours at room temperature and the reaction complex is decomposed by adding 125 ml. of 20% ammonium chloride with stirring. The inorganic precipitate is filtered off and washed with ethyl ether. The ether solutions are combined, dried ove...